This data is from the Open Reaction Database (ORD), a public repository of structured organic reaction records. The task is: describe an organic reaction: reactants, conditions, products, and yield The reactants are O=C([O-])O, CCCC[N+](CCCC)(CCCC)CCCC, CCOCC, CCCNC(CCC)Cc1cn([Si](C(C)C)(C(C)C)C(C)C)c2ccccc12, [F-], [Na+], C1CCOC1. Yields the product CCCNC(CCC)Cc1c[nH]c2ccccc12. RXN SMILES: [C:47](=[O:48])([O-:49])[OH:50].[CH2:2]([N+:3]([CH2:4][CH2:5][CH2:6][CH3:7])([CH2:8][CH2:9][CH2:10][CH3:11])[CH2:12][CH2:13][CH2:14][CH3:15])[CH2:16][CH2:17][CH3:18].[CH3:52][CH2:53][O:54][CH2:55][CH3:56].[CH:19]([Si:20]([CH:21]([CH3:22])[CH3:41])([n:23]1[cH:24][c:25]([CH2:32][CH:33]([CH2:34][CH2:35][CH3:36])[NH:37][CH2:38][CH2:39][CH3:40])[c:26]2[cH:27][cH:28][cH:29][cH:30][c:31]12)[CH:42]([CH3:43])[CH3:44])([CH3:45])[CH3:46].[F-:1].[Na+:51].[O:57]1[CH2:58][CH2:59][CH2:60][CH2:61]1>>[nH:23]1[cH:24][c:25]([CH2:32][CH:33]([CH2:34][CH2:35][CH3:36])[NH:37][CH2:38][CH2:39][CH3:40])[c:26]2[cH:27][cH:28][cH:29][cH:30][c:31]12. The reactants are C(C)(C)(C)OC(=O)N1[C@@](CCC1)(C(=O)O)C ((S)-2-methyl-pyrrolidine-1,2-dicarboxylic acid 1-tert-butyl ester), O (water), BH3-DMS. Solvent: C(Cl)Cl (DCM), C(Cl)Cl (DCM). Conditions: time 45 minute. The product is C(C)(C)(C)OC(=O)N1C(CCC1)(C)CO ((rac)-2-hydroxymethyl-2-methyl-pyrrolidine-1-carboxylic acid tert-butyl ester), brown liquid. The yield is 86.0%. As a reaction SMILES: [C:1]([O:5][C:6]([N:8]1[CH2:12][CH2:11][CH2:10][C@@:9]1([CH3:16])[C:13](O)=[O:14])=[O:7])([CH3:4])([CH3:3])[CH3:2].O>C(Cl)Cl>[C:1]([O:5][C:6]([N:8]1[CH2:12][CH2:11][CH2:10][C:9]1([CH2:13][OH:14])[CH3:16])=[O:7])([CH3:4])([CH3:3])[CH3:2]. Reported procedure: To a solution of commercially available (S)-2-methyl-pyrrolidine-1,2-dicarboxylic acid 1-tert-butyl ester (5 g, 0.021 mol) dissolved in DCM (150 mL) was added BH3-DMS (3.3 mL 0.043 mol) at 0° C., dropwise over the course of 45 min with stirring. The reaction mixture was stirred for 5 h at room temperature. The reaction mixture was treated with DCM (150 mL) and water (50 mL). The organic layer was isolated, washed with saturated NaHCO3 solution (2×50 mL) followed by brine (2×50 mL), dried (anhydr... Reactants: O=C([O-])[O-], CC#N, O=[N+]([O-])c1ccc(Cl)nc1Cl, [K+], [K+], NC(CO)c1ccc(F)cc1. Yields the product O=[N+]([O-])c1ccc(Cl)nc1NC(CO)c1ccc(F)cc1. RXN SMILES: [C:12](=[O:13])([O-:14])[O-:15].[CH3:29][C:30]#[N:31].[Cl:1][c:2]1[n:3][c:4]([Cl:11])[cH:5][cH:6][c:7]1[N+:8](=[O:9])[O-:10].[K+:16].[K+:17].[NH2:18][CH:19]([CH2:20][OH:21])[c:22]1[cH:23][cH:24][c:25]([F:28])[cH:26][cH:27]1>>[c:2]1([NH:18][CH:19]([CH2:20][OH:21])[c:22]2[cH:23][cH:24][c:25]([F:28])[cH:26][cH:27]2)[n:3][c:4]([Cl:11])[cH:5][cH:6][c:7]1[N+:8](=[O:9])[O-:10]. Starting materials: [N+](=[N-])=C (diazomethane), CC1=NOC(=N1)CC(=O)O (3-methyl-1,2,4-oxadiazol-5-yl-acetic acid). Run in C(C)OCC (diethyl ether), C(C)OCC (diethyl ether), O (water). Reaction SMILES: [N+](=[CH2:3])=[N-].[CH3:4][C:5]1[N:9]=[C:8]([CH2:10][C:11]([OH:13])=[O:12])[O:7][N:6]=1>C(OCC)C.O>[CH3:4][C:5]1[N:9]=[C:8]([CH2:10][C:11]([O:13][CH3:3])=[O:12])[O:7][N:6]=1. Reported procedure: A solution of an excess of diazomethane in diethyl ether was added to a stirred, cold (about 2° C.) solution of 14 g of 3-methyl-1,2,4-oxadiazol-5-yl-acetic acid in 500 ml of diethyl ether. After the initially vigorous evolution of nitrogen was finished, the solution was concentrated on the steam bath to about 250 ml. The solution was washed three times with 100 ml of water and the wash waters were combined, adjusted to a pH of 9.0 and were extracted with diethyl ether to obtain the part of the ... The product is CC1=NOC(=N1)CC(=O)OC (methyl 3-methyl-1,2,4-oxadiazol-5-yl-acetate). Starting materials: C(C)(=O)NC1=CC(=NN1C1=C(C=C(C(=C1)SCC(F)(F)F)C)F)O (5-acetylamino-1-{2-fluoro-4-methyl-5-(2,2,2-trifluoroethylthio)phenyl}-3-hydroxypyrazole), C(C)(=O)NC1=CC(=NN1C1=C(C=C(C(=C1)SCC(F)(F)F)C)F)O (5-acetylamino-1-{2-fluoro-4-methyl-5-(2,2,2-trifluoroethylthio)phenyl}-3-hydroxypyrazole), FC(S(=O)(=O)[O-])(F)F.FC(C(C(C(C(F)(F)F)(F)F)(F)F)(F)F)(F)[I+]C1=CC=CC=C1 ((perfluoropentyl)phenyliodonium trifluoromethanesulfonate), N1=CC=CC=C1 (pyridine). The solvent is ClCCl (dichloromethane). The product is C(C)(=O)NC1=CC(=NN1C1=C(C=C(C(=C1)SCC(F)(F)F)C)F)OC(C(C(C(C(F)(F)F)(F)F)(F)F)(F)F)(F)F (5-acetylamino-1-{2-fluoro-4-methyl-5-(2,2,2-trifluoroethylthio)phenyl}-3-(1,1,2,2,3,3,4,4,5,5,5-undecafluoropentyloxy)pyrazole). RXN SMILES: [C:1]([NH:4][C:5]1[N:9]([C:10]2[CH:15]=[C:14]([S:16][CH2:17][C:18]([F:21])([F:20])[F:19])[C:13]([CH3:22])=[CH:12][C:11]=2[F:23])[N:8]=[C:7]([OH:24])[CH:6]=1)(=[O:3])[CH3:2].N1C=CC=CC=1.FC(F)(F)S([O-])(=O)=O.[F:39][C:40]([I+]C1C=CC=CC=1)([F:54])[C:41]([F:53])([F:52])[C:42]([F:51])([F:50])[C:43]([F:49])([F:48])[C:44]([F:47])([F:46])[F:45]>ClCCl>[C:1]([NH:4][C:5]1[N:9]([C:10]2[CH:15]=[C:14]([S:16][CH2:17][C:18]([F:19])([F:20])[F:21])[C:13]([CH3:22])=[CH:12][C:11]=2[F:23])[N:8]=[C:7]([O:24][C:40]([F:54])([F:39])[C:41]([F:52])([F:53])[C:42]([F:50])([F:51])[C:43]([F:48])([F:49])[C:44]([F:47])([F:46])[F:45])[CH:6]=1)(=[O:3])[CH3:2] |f:2.3|. Reported procedure: 2.0 g of 5-acetylamino-1-{2-fluoro-4-methyl-5-(2,2,2-trifluoroethylthio)phenyl}-3-hydroxypyrazole was dissolved in 30 mL of dichloromethane, 2.18 g of pyridine was added, and the above prepared crude (perfluoropentyl)phenyliodonium trifluoromethanesulfonate was added at room temperature until 5-acetylamino-1-{2-fluoro-4-methyl-5-(2,2,2-trifluoroethylthio)phenyl}-3-hydroxypyrazole disappeared (disappearance was confirmed by thin layer chromatography). Then, the solvent was distilled off under red... The reactants are ClC=1C=CC=C2C=CNC12 (7-chloroindole), O.Cl.N1CCC(CC1)=O (4-piperidone hydrochloride hydrate), [OH-].[K+] (Potassium hydroxide). Run in O (water), CO (methanol). Yields the product ClC=1C=CC=C2C(=CNC12)C=1CCNCC1 (7-chloro-3-(1,2,3,6-tetrahydropyridin-4-yl)-1H-indole). RXN SMILES: [OH-].[K+].[Cl:3][C:4]1[CH:5]=[CH:6][CH:7]=[C:8]2[C:12]=1[NH:11][CH:10]=[CH:9]2.O.Cl.[NH:15]1[CH2:20][CH2:19][C:18](=O)[CH2:17][CH2:16]1>CO.O>[Cl:3][C:4]1[CH:5]=[CH:6][CH:7]=[C:8]2[C:12]=1[NH:11][CH:10]=[C:9]2[C:18]1[CH2:19][CH2:20][NH:15][CH2:16][CH:17]=1 |f:0.1,3.4.5|. Reported procedure: Potassium hydroxide (6.89 g, 0.12 mol) was dissolved in methanol (30 mL). To the solution were added 7-chloroindole (4.65 g, 0.031 mol), 4-piperidone hydrochloride hydrate (9.48 g, 0.061 mol). The mixture was stirred at reflux temperature under nitrogen for about a day, and was cooled and diluted with 50 mL of water, added dropwise. The solid was collected, washed with water and vacuum dried. Yield 5.6 g (78%) as a yellow solid. mp 197°-201° C. FDMS m/e=232 (M+) Reactants: C(C)N(C(OCN1N=NC(=C1)C1=CC2=C(N=C(N=C2C)N)N(C1=O)C(C)C)=O)CC ((4-(2-amino-8-isopropyl-4-methyl-7-oxo-7,8-dihydropyrido[2,3-d]pyrimidin-6-yl)-1H-1,2,3-triazol-1-yl)methyl diethylcarbamate), [OH-].[Na+] (NaOH). The solvent is CO (MeOH). Reaction conditions: temperature 85 celsius, time 2 day. The product is NC=1N=C(C2=C(N1)N(C(C(=C2)C=2N=NNC2)=O)C(C)C)C (2-Amino-8-isopropyl-4-methyl-6-(1H-1,2,3-triazol-4-yl)pyrido[2,3-d]pyrimidin-7(8H)-one). Reaction SMILES: C(N(CC)C(=O)OC[N:7]1[CH:11]=[C:10]([C:12]2[C:23](=[O:24])[N:22]([CH:25]([CH3:27])[CH3:26])[C:15]3[N:16]=[C:17]([NH2:21])[N:18]=[C:19]([CH3:20])[C:14]=3[CH:13]=2)[N:9]=[N:8]1)C.[OH-].[Na+]>CO>[NH2:21][C:17]1[N:18]=[C:19]([CH3:20])[C:14]2[CH:13]=[C:12]([C:10]3[N:9]=[N:8][NH:7][CH:11]=3)[C:23](=[O:24])[N:22]([CH:25]([CH3:26])[CH3:27])[C:15]=2[N:16]=1 |f:1.2|. Procedure: To a solution of (4-(2-amino-8-isopropyl-4-methyl-7-oxo-7,8-dihydropyrido[2,3-d]pyrimidin-6-yl)-1H-1,2,3-triazol-1-yl)methyl diethylcarbamate (38 mg, 0.092 mmol) in MeOH (0.5 mL) was added aqueous NaOH (1.0 M, 0.20 mL, 0.20 mmol) and the reaction mixture was stirred at 85° C. for 2 day. There is about 90% conversion from LCMS. Solvent was evaporated and the residue was purified by flash chromatography eluting with MeOH/CHCl3 (0-5%) to give the title (8 mg, 30%). Reactants: [Br-], Cc1cc(C)c(C[P+](c2ccccc2)(c2ccccc2)c2ccccc2)c(C)c1, O=Cc1cccc(CCCN2C(=O)c3ccccc3C2=O)c1. Yields the product Cc1cc(C)c(C=Cc2cccc(CCCN3C(=O)c4ccccc4C3=O)c2)c(C)c1. Reaction SMILES: [Br-:23].[CH3:24][c:25]1[c:26]([CH2:27][P+:28]([c:29]2[cH:30][cH:31][cH:32][cH:33][cH:34]2)([c:35]2[cH:36][cH:37][cH:38][cH:39][cH:40]2)[c:41]2[cH:42][cH:43][cH:44][cH:45][cH:46]2)[c:47]([CH3:52])[cH:48][c:49]([CH3:51])[cH:50]1.[O:1]=[C:2]1[N:3]([CH2:12][CH2:13][CH2:14][c:15]2[cH:16][c:17]([CH:18]=[O:19])[cH:20][cH:21][cH:22]2)[C:4](=[O:11])[c:5]2[cH:6][cH:7][cH:8][cH:9][c:10]21>>[O:1]=[C:2]1[N:3]([CH2:12][CH2:13][CH2:14][c:15]2[cH:16][c:17]([CH:18]=[CH:27][c:26]3[c:25]([CH3:24])[cH:50][c:49]([CH3:51])[cH:48][c:47]3[CH3:52])[cH:20][cH:21][cH:22]2)[C:4](=[O:11])[c:5]2[cH:6][cH:7][cH:8][cH:9][c:10]21.